describe an organic reaction: reactants, conditions, products, and yield From a dataset of the Open Reaction Database (ORD), a public repository of structured organic reaction records. Reactants: BrCc1ccccc1, CN(C)C=O, OCC1CC(Cl)C1, [H-], [Na+], O. Product: ClC1CC(COCc2ccccc2)C1. Reaction SMILES: [CH2:8]([c:9]1[cH:10][cH:11][cH:12][cH:13][cH:14]1)[Br:15].[CH3:19][N:20]([CH3:21])[CH:22]=[O:23].[Cl:1][CH:2]1[CH2:3][CH:4]([CH2:6][OH:7])[CH2:5]1.[H-:16].[Na+:17].[OH2:18]>>[Cl:1][CH:2]1[CH2:3][CH:4]([CH2:6][O:7][CH2:8][c:9]2[cH:10][cH:11][cH:12][cH:13][cH:14]2)[CH2:5]1. Starting materials: C(C)C=1C(=NC=C(N1)C(F)(F)F)N[C@@H]1[C@H](CCC1)NC(OC(C)(C)C)=O (tert-butyl N-[(1S,2S)-2-{[3-ethyl-5-(trifluoromethyl)pyrazin-2-yl]amino}cyclopentyl]carbamate), Cl (HCl). The solvent is O1CCOCC1 (1,4-dioxane), O1CCOCC1 (1,4-dioxane). Conditions: time 18 hour. Yields the product Cl.C(C)C=1C(=NC=C(N1)C(F)(F)F)N[C@@H]1[C@H](CCC1)N ((1S,2S)-1-N-[3-Ethyl-5-(trifluoromethyl)pyrazin-2-yl]cyclopentane-1,2-diamine hydrochloride). Reaction SMILES: [CH2:1]([C:3]1[C:4]([NH:13][C@H:14]2[CH2:18][CH2:17][CH2:16][C@@H:15]2[NH:19]C(=O)OC(C)(C)C)=[N:5][CH:6]=[C:7]([C:9]([F:12])([F:11])[F:10])[N:8]=1)[CH3:2].[ClH:27]>O1CCOCC1>[ClH:27].[CH2:1]([C:3]1[C:4]([NH:13][C@H:14]2[CH2:18][CH2:17][CH2:16][C@@H:15]2[NH2:19])=[N:5][CH:6]=[C:7]([C:9]([F:12])([F:10])[F:11])[N:8]=1)[CH3:2] |f:3.4|. Procedure details: To a solution of tert-butyl N-[(1S,2S)-2-{[3-ethyl-5-(trifluoromethyl)pyrazin-2-yl]amino}cyclopentyl]carbamate (366 mg, 0.98 mmol) in 1,4-dioxane (3 ml) was added HCl in 1,4-dioxane (4M, 3 ml, 12.0 mmol). The reaction was stirred at room temperature for 18 hours and was then concentrated in vacuo and azeotropically distilled with toluene to afford the title compound. The reactants are COc1cc2c(Cl)c(C#N)cnc2cc1OCc1ccccc1, CCOC(C)O, Nc1ccc(Cl)cc1F, Cl, [Na+], [Na+], O=C([O-])[O-], O, c1ccncc1. The product is COc1cc2c(Nc3ccc(Cl)cc3F)c(C#N)cnc2cc1OCc1ccccc1, Cl. RXN SMILES: [CH2:1]([c:2]1[cH:3][cH:4][cH:5][cH:6][cH:7]1)[O:8][c:9]1[c:10]([O:22][CH3:23])[cH:11][c:12]2[c:13]([Cl:21])[c:14]([C:19]#[N:20])[cH:15][n:16][c:17]2[cH:18]1.[CH2:40]([O:41][CH:42]([OH:43])[CH3:44])[CH3:45].[Cl:24][c:25]1[cH:26][c:27]([F:32])[c:28]([NH2:29])[cH:30][cH:31]1.[ClH:33].[Na+:46].[Na+:47].[O-:48][C:49](=[O:50])[O-:51].[OH2:52].[n:34]1[cH:35][cH:36][cH:37][cH:38][cH:39]1>>[CH2:1]([c:2]1[cH:3][cH:4][cH:5][cH:6][cH:7]1)[O:8][c:9]1[c:10]([O:22][CH3:23])[cH:11][c:12]2[c:13]([NH:29][c:28]3[c:27]([F:32])[cH:26][c:25]([Cl:24])[cH:31][cH:30]3)[c:14]([C:19]#[N:20])[cH:15][n:16][c:17]2[cH:18]1.[ClH:21]. Starting materials: COC(=O)CCC(N)C(=O)Nc1ccc2ncnc(Nc3ccc(OCc4cccc(F)c4)c(Cl)c3)c2c1, Nc1ccc2ncnc(Nc3ccc(OCc4cccc(F)c4)c(Cl)c3)c2c1. The product is O=C(Nc1ccc2ncnc(Nc3ccc(OCc4cccc(F)c4)c(Cl)c3)c2c1)C1CCCN1. As a reaction SMILES: [CH3:1][O:2][C:3]([CH2:4][CH2:5][CH:6]([C:7]([NH:8][c:9]1[cH:10][c:11]2[c:12]([NH:19][c:20]3[cH:21][c:22]([Cl:35])[c:23]([O:26][CH2:27][c:28]4[cH:29][c:30]([F:34])[cH:31][cH:32][cH:33]4)[cH:24][cH:25]3)[n:13][cH:14][n:15][c:16]2[cH:17][cH:18]1)=[O:36])[NH2:37])=[O:38].[Cl:39][c:40]1[cH:41][c:42]([NH:43][c:44]2[c:45]3[c:46]([cH:47][cH:48][c:49]([NH2:50])[cH:51]3)[n:52][cH:53][n:54]2)[cH:55][cH:56][c:57]1[O:58][CH2:59][c:60]1[cH:61][cH:62][cH:63][c:64]([F:65])[cH:66]1>>[CH2:3]1[CH2:4][CH2:5][CH:6]([C:7]([NH:8][c:9]2[cH:10][c:11]3[c:12]([NH:19][c:20]4[cH:21][c:22]([Cl:35])[c:23]([O:26][CH2:27][c:28]5[cH:29][c:30]([F:34])[cH:31][cH:32][cH:33]5)[cH:24][cH:25]4)[n:13][cH:14][n:15][c:16]3[cH:17][cH:18]2)=[O:36])[NH:37]1. The reactants are C1CCOC1, Cc1onc(-c2ccccn2)c1CO, COC(=O)c1cc(O)nn1C, CCOC(=O)N=NC(=O)OCC, c1ccc(P(c2ccccc2)c2ccccc2)cc1. The product is COC(=O)c1cc(OCc2c(-c3ccccn3)noc2C)nn1C. As a reaction SMILES: [CH2:57]1[O:58][CH2:59][CH2:60][CH2:61]1.[CH3:12][c:13]1[c:14]([CH2:24][OH:25])[c:15](-[c:18]2[n:19][cH:20][cH:21][cH:22][cH:23]2)[n:16][o:17]1.[CH3:1][O:2][C:3](=[O:4])[c:5]1[n:6]([CH3:11])[n:7][c:8]([OH:10])[cH:9]1.[O:45]=[C:46]([O:47][CH2:48][CH3:49])[N:50]=[N:51][C:52]([O:53][CH2:54][CH3:55])=[O:56].[c:26]1([P:27]([c:28]2[cH:29][cH:30][cH:31][cH:32][cH:33]2)[c:34]2[cH:35][cH:36][cH:37][cH:38][cH:39]2)[cH:40][cH:41][cH:42][cH:43][cH:44]1>>[CH3:1][O:2][C:3](=[O:4])[c:5]1[n:6]([CH3:11])[n:7][c:8]([O:10][CH2:24][c:14]2[c:13]([CH3:12])[o:17][n:16][c:15]2-[c:18]2[n:19][cH:20][cH:21][cH:22][cH:23]2)[cH:9]1. Reactants: C=O (formaldehyde), resultant mixture, C(#N)CC(=O)O (cyanacetic acid), CNCCCCCCCCCCCCCCCCCC (N-methyl-N-octadecylamine), C(=O)=O (carbon dioxide), substituted propenenitrile, C(=O)=O (carbon dioxide). Solvent: O1CCOCC1 (dioxane). Product: CN(CCCCCCCCCCCCCCCCCC)CC(C#N)=C (2-[(N-Methyl-N-n-octadecylamino)methyl]-2-propenenitrile). Reaction SMILES: [C:1]([CH2:3][C:4](O)=O)#[N:2].[CH3:7][NH:8][CH2:9][CH2:10][CH2:11][CH2:12][CH2:13][CH2:14][CH2:15][CH2:16][CH2:17][CH2:18][CH2:19][CH2:20][CH2:21][CH2:22][CH2:23][CH2:24][CH2:25][CH3:26].C=O.[C:29](=O)=O>O1CCOCC1>[CH3:7][N:8]([CH2:29][C:3](=[CH2:4])[C:1]#[N:2])[CH2:9][CH2:10][CH2:11][CH2:12][CH2:13][CH2:14][CH2:15][CH2:16][CH2:17][CH2:18][CH2:19][CH2:20][CH2:21][CH2:22][CH2:23][CH2:24][CH2:25][CH3:26]. Procedure: To a mixture of cyanacetic acid (2.6 g., 0.03 mole) and N-methyl-N-octadecylamine (8.4 g., 0.03 mole) in 25 ml. of dioxane at room temperature is added 38% aqueous formaldehyde (5.4 g., 0.06 mole) dropwise over about 2 minutes. The resultant mixture is then heated gently in a hot water bath until a clear solution is obtained and carbon dioxide is released vigorously (ca. 60° C. bath). When the evolution of carbon dioxide is complete, the mixture is allowed to cool, and the volatiles removed in v... The reactants are NCCc1ccccc1, Cc1ccccc1, C=CCn1c2c(ccc1=O)C(=O)CCC2, Cc1ccc(S(=O)(=O)O)cc1. Product: C=CCn1c2c(ccc1=O)C(NCCc1ccccc1)CCC2. RXN SMILES: [CH2:1]([CH2:2][c:3]1[cH:4][cH:5][cH:6][cH:7][cH:8]1)[NH2:9].[CH3:36][c:37]1[cH:38][cH:39][cH:40][cH:41][cH:42]1.[O:10]=[C:11]1[c:12]2[cH:13][cH:14][c:15](=[O:24])[n:16]([CH2:21][CH:22]=[CH2:23])[c:17]2[CH2:18][CH2:19][CH2:20]1.[c:25]1([CH3:26])[cH:27][cH:28][c:29]([S:30]([OH:31])(=[O:32])=[O:33])[cH:34][cH:35]1>>[CH2:1]([CH2:2][c:3]1[cH:4][cH:5][cH:6][cH:7][cH:8]1)[NH:9][CH:11]1[c:12]2[cH:13][cH:14][c:15](=[O:24])[n:16]([CH2:21][CH:22]=[CH2:23])[c:17]2[CH2:18][CH2:19][CH2:20]1. Starting materials: CN(C)C=O (DMF), O=P(Cl)(Cl)Cl (POCl3), OC1=NC=NC(=C1)O (4,6-dihydroxy pyrimidine), CC(=O)C (acetone), C(Cl)Cl (DCM). Conditions: temperature 0 celsius, time 1 hour. The product is ClC1=NC=NC(=C1C=O)Cl (4,6-Dichloropyrimidine-5-carbaldehyde). Reaction SMILES: CN(C=O)C.O=P(Cl)(Cl)[Cl:8].[OH:11][C:12]1[CH:17]=[C:16](O)[N:15]=[CH:14][N:13]=1.CC(C)=O.[CH2:23]([Cl:25])Cl>>[Cl:8][C:16]1[C:17]([CH:12]=[O:11])=[C:23]([Cl:25])[N:13]=[CH:14][N:15]=1. Reported procedure: Charge DMF (8.9 mL, 1.3 eq) in a round bottom flask and cool to 0° C. Add POCl3 (32.6 mL, 4.0 eq) to the reaction drop wise at 0° C. Stir the reaction mass at 0° C. for 1 h. Charge 4,6-dihydroxy pyrimidine (10.0 g, 1.0 eq) to the reaction mass and allowed it to come to room temperature slowly. Reflux the reaction mass for 4 h and monitor the reaction by TLC (10% acetone in DCM). Concentrate the reaction mass under vacuum and pour the concentrated reaction mass over crushed ice. Extract the produ... Reactants: Br, CO, COc1cccc2cc(C3=CCN(C)CC3)oc12, O, O=[Pt]=O. The product is COc1cccc2cc(C3CCN(C)CC3)oc12. As a reaction SMILES: [BrH:21].[CH3:19][OH:20].[CH3:1][N:2]1[CH2:3][CH2:4][C:5]([c:8]2[o:9][c:10]3[c:11]([cH:12]2)[cH:13][cH:14][cH:15][c:16]3[O:17][CH3:18])=[CH:6][CH2:7]1.[OH2:25].[Pt:22](=[O:23])=[O:24]>>[CH3:1][N:2]1[CH2:3][CH2:4][CH:5]([c:8]2[o:9][c:10]3[c:11]([cH:12]2)[cH:13][cH:14][cH:15][c:16]3[O:17][CH3:18])[CH2:6][CH2:7]1. Reactants: COC(=O)c1cc(O)ccc1NC(C)=O, O=C([O-])[O-], CC(C)CBr, CC(C)=O, [K+], [K+]. Product: COC(=O)c1cc(OCC(C)C)ccc1NC(C)=O. As a reaction SMILES: [C:1]([CH3:2])(=[O:3])[NH:4][c:5]1[c:6]([C:7](=[O:8])[O:9][CH3:10])[cH:11][c:12]([OH:15])[cH:13][cH:14]1.[C:21](=[O:22])([O-:23])[O-:24].[CH2:16]([CH:17]([CH3:18])[CH3:19])[Br:20].[CH3:27][C:28](=[O:29])[CH3:30].[K+:25].[K+:26]>>[C:1]([CH3:2])(=[O:3])[NH:4][c:5]1[c:6]([C:7](=[O:8])[O:9][CH3:10])[cH:11][c:12]([O:15][CH2:16][CH:17]([CH3:18])[CH3:19])[cH:13][cH:14]1.